Dataset: the Open Reaction Database (ORD), a public repository of structured organic reaction records. Task: describe an organic reaction: reactants, conditions, products, and yield RXN SMILES: [CH3:1][N:2]1[C:6]([NH:7][C:8](=[O:15])OCC(Cl)(Cl)Cl)=[CH:5][C:4]([CH3:16])=[N:3]1.[C:17]1([C:23]2[N:27]=[C:26]([N:28]3[CH2:33][CH2:32][NH:31][CH2:30][CH2:29]3)[S:25][N:24]=2)[CH:22]=[CH:21][CH:20]=[CH:19][CH:18]=1.C(N(C(C)C)CC)(C)C.O>CS(C)=O>[CH3:1][N:2]1[C:6]([NH:7][C:8]([N:31]2[CH2:32][CH2:33][N:28]([C:26]3[S:25][N:24]=[C:23]([C:17]4[CH:22]=[CH:21][CH:20]=[CH:19][CH:18]=4)[N:27]=3)[CH2:29][CH2:30]2)=[O:15])=[CH:5][C:4]([CH3:16])=[N:3]1. Reactants: O (Water), CN1N=C(C=C1NC(OCC(Cl)(Cl)Cl)=O)C (2,2,2-trichloroethyl (1,3-dimethyl-1H-pyrazol-5-yl)carbamate), C1(=CC=CC=C1)C1=NSC(=N1)N1CCNCC1 (1-(3-phenyl-1,2,4-thiadiazol-5-yl)piperazine), C(C)(C)N(CC)C(C)C (diisopropylethylamine). Isolated yield 46.9%. Product: CN1N=C(C=C1NC(=O)N1CCN(CC1)C1=NC(=NS1)C1=CC=CC=C1)C (N-(1,3-Dimethyl-1H-pyrazol-5-yl)-4-(3-phenyl-1,2,4-thiadiazol-5-yl)piperazine-1-carboxamide). Reported procedure: A mixture of 2,2,2-trichloroethyl (1,3-dimethyl-1H-pyrazol-5-yl)carbamate (256 mg, 0.893 mmol), 1-(3-phenyl-1,2,4-thiadiazol-5-yl)piperazine (200 mg, 0.812 mmol) and diisopropylethylamine (0.156 ml, 0.893 mmol) in dimethylsulfoxide (2.7 ml) was stirred at 70° C. for 15 hours. Water was poured into the reaction solution, and the mixture was extracted with ethyl acetate. The extract was washed with water and dried over anhydrous magnesium sulfate, and the solvent was distilled off under reduced pr... Conditions: temperature 70 celsius, time 15 hour. Run in CS(=O)C (dimethylsulfoxide). Reactants: N#Cc1ccc2c(c1)c(Br)nn2C1CCCCO1, COCCOC, CC(C)c1ccc(B(O)O)cc1, ClCCl, [K+], [K+], [K+], O=P([O-])([O-])[O-]. Yields the product CC(C)c1ccc(-c2nn(C3CCCCO3)c3ccc(C#N)cc23)cc1. Reaction SMILES: [Br:1][c:2]1[n:3][n:4]([CH:13]2[O:14][CH2:15][CH2:16][CH2:17][CH2:18]2)[c:5]2[cH:6][cH:7][c:8]([C:11]#[N:12])[cH:9][c:10]12.[CH3:42][O:43][CH2:44][CH2:45][O:46][CH3:47].[CH:19]([CH3:20])([CH3:21])[c:22]1[cH:23][cH:24][c:25]([B:28]([OH:29])[OH:30])[cH:26][cH:27]1.[Cl:31][CH2:32][Cl:33].[K+:39].[K+:40].[K+:41].[P:34]([O-:35])([O-:36])([O-:37])=[O:38]>>[c:2]1(-[c:25]2[cH:24][cH:23][c:22]([CH:19]([CH3:20])[CH3:21])[cH:27][cH:26]2)[n:3][n:4]([CH:13]2[O:14][CH2:15][CH2:16][CH2:17][CH2:18]2)[c:5]2[cH:6][cH:7][c:8]([C:11]#[N:12])[cH:9][c:10]12.